Dataset: the Open Reaction Database (ORD), a public repository of structured organic reaction records. Task: describe an organic reaction: reactants, conditions, products, and yield The reactants are C1(CCCC1)CC(=O)OC (methyl cyclopentylacetate), C(CCC)[Li] (n-butyl lithium), CCCCCC (hexane), CP(OC)(OC)=O (dimethyl methylphosphonate). Solvent: C(C)(=O)O (acetic acid), O (water), C1CCOC1 (THF), C1CCOC1 (THF). Conditions: temperature 0 celsius, time 30 minute. The product is C1(CCCC1)CC(CP(OC)(OC)=O)=O (dimethyl 3-cyclopentyl-2-oxo-propylphosphonate). Isolated yield 94.3%. RXN SMILES: C([Li])CCC.CCCCCC.[CH3:12][P:13](=[O:18])([O:16][CH3:17])[O:14][CH3:15].[CH:19]1([CH2:24][C:25](OC)=[O:26])[CH2:23][CH2:22][CH2:21][CH2:20]1>C1COCC1.C(O)(=O)C.O>[CH:19]1([CH2:24][C:25](=[O:26])[CH2:12][P:13](=[O:18])([O:16][CH3:17])[O:14][CH3:15])[CH2:23][CH2:22][CH2:21][CH2:20]1. Reported procedure: To an ice-cooled and stirred solution of cyclopentylacetic acid (7.9 g, 0.062 mol) in 30 ml of ether was added an excess solution of diazomethane in ether. After concentration, the residue was distilled under reduced pressure to give a colorless transparent liquid of methyl cyclopentylacetate (yielded amount 5.5g, 0.039 mol, yield 62.5%, b.p. 64°-65° C./15 mmHg). Then, a solution of n-butyl lithium in hexane (1.58N, 55.7 ml, 0.088 mol) was added dropwise to a stirred solution of dimethyl methylp... Reactants: CO, CC(C)N=C=S, [Cl-], [Cu], Nc1cc(Cl)cc(Cl)c1S(N)(=O)=O, CN(C)C=O. The product is CC(C)NC1=NS(=O)(=O)c2c(Cl)cc(Cl)cc2N1. As a reaction SMILES: [CH3:27][OH:28].[CH:14]([CH3:15])([CH3:16])[N:17]=[C:18]=[S:19].[Cl-:20].[Cu:26].[NH2:1][c:2]1[c:3]([S:10](=[O:11])(=[O:12])[NH2:13])[c:4]([Cl:9])[cH:5][c:6]([Cl:8])[cH:7]1.[O:21]=[CH:22][N:23]([CH3:24])[CH3:25]>>[NH:1]1[c:2]2[c:3]([c:4]([Cl:9])[cH:5][c:6]([Cl:8])[cH:7]2)[S:10](=[O:11])(=[O:12])[N:13]=[C:18]1[NH:17][CH:14]([CH3:15])[CH3:16].